From a dataset of the Open Reaction Database (ORD), a public repository of structured organic reaction records. describe an organic reaction: reactants, conditions, products, and yield Reactants: C(C1=CC=CC=C1)NCC1=CC=CC=C1 (Dibenzylamine), C(=O)NNC1=CC=C(C=C1)N=C=S (4-(2-formylhydrazino)phenyl isothiocyanate). The solvent is C(C)O (ethanol). The product is C(=O)NNC1=CC=C(C=C1)NC(=S)N(CC1=CC=CC=C1)CC1=CC=CC=C1 (1-[4-(2-formylhydrazino)phenyl]-3,3-dibenzylthiourea). As a reaction SMILES: [CH2:1]([NH:8][CH2:9][C:10]1[CH:15]=[CH:14][CH:13]=[CH:12][CH:11]=1)[C:2]1[CH:7]=[CH:6][CH:5]=[CH:4][CH:3]=1.[CH:16]([NH:18][NH:19][C:20]1[CH:25]=[CH:24][C:23]([N:26]=[C:27]=[S:28])=[CH:22][CH:21]=1)=[O:17]>C(O)C>[CH:16]([NH:18][NH:19][C:20]1[CH:25]=[CH:24][C:23]([NH:26][C:27]([N:8]([CH2:1][C:2]2[CH:7]=[CH:6][CH:5]=[CH:4][CH:3]=2)[CH2:9][C:10]2[CH:15]=[CH:14][CH:13]=[CH:12][CH:11]=2)=[S:28])=[CH:22][CH:21]=1)=[O:17]. Reported procedure: Dibenzylamine (0.20 g, 0.001 mole) and 4-(2-formylhydrazino)phenyl isothiocyanate (0.19 g, 0.001 mole) were mixed in ethanol (25 ml) and the resulting mixture was heated to reflux for 20 minutes. The reaction mixture was cooled to room temperature, then was chilled in ice. After scratching the flask walls, a white crystalline solid was separated out of solution. The solid was filtered off, washed thoroughly with ether, and allowed to dry. This gave 0.31 g (80 percent) of product as a white cryst... Product: COc1cc([N+](=O)[O-])cc(Cl)c1OC. Reactants: CC(=O)O, COc1cc(C(=O)O)cc(Cl)c1OC, O=[N+]([O-])O. Reaction SMILES: [CH3:19][C:20](=[O:21])[OH:22].[Cl:1][c:2]1[cH:3][c:4]([C:5]([OH:6])=[O:7])[cH:8][c:9]([O:13][CH3:14])[c:10]1[O:11][CH3:12].[OH:15][N+:16]([O-:17])=[O:18]>>[Cl:1][c:2]1[cH:3][c:4]([N+:16](=[O:15])[O-:17])[cH:8][c:9]([O:13][CH3:14])[c:10]1[O:11][CH3:12].